From a dataset of the Open Reaction Database (ORD), a public repository of structured organic reaction records. describe an organic reaction: reactants, conditions, products, and yield The reactants are [Cl-], CC1(C)Cc2ccc(Cl)cc2C1=O, CN1CCC(Cl)CC1, [Mg], [NH4+], C1CCOC1. The product is CN1CCC(C2(O)c3cc(Cl)ccc3CC2(C)C)CC1. Reaction SMILES: [Cl-:23].[Cl:10][c:11]1[cH:12][cH:13][c:14]2[c:18]([cH:19]1)[C:17](=[O:20])[C:16]([CH3:21])([CH3:22])[CH2:15]2.[Cl:1][CH:2]1[CH2:3][CH2:4][N:5]([CH3:8])[CH2:6][CH2:7]1.[Mg:9].[NH4+:24].[O:25]1[CH2:26][CH2:27][CH2:28][CH2:29]1>>[CH:2]1([C:17]2([OH:20])[C:16]([CH3:21])([CH3:22])[CH2:15][c:14]3[cH:13][cH:12][c:11]([Cl:10])[cH:19][c:18]32)[CH2:3][CH2:4][N:5]([CH3:8])[CH2:6][CH2:7]1. Reactants: Cl.N1(N=CN=C1)CC(=O)O (2-(1H-1,2,4-triazol-1-yl)acetic acid hydrochloride), FC1=C(C[C@@H]2C[C@H](NC2)C(=O)NC2=CC=C(C=C2)OC2=CC=C(C=C2)F)C=CC(=C1)F ((2S,4R)-4-(2,4-difluorobenzyl)-N-(4-(4-fluorophenoxy)phenyl)pyrrolidine-2-carboxamide). The product is Compound 53, N1(N=CN=C1)CC(=O)N1[C@@H](C[C@H](C1)CC1=C(C=C(C=C1)F)F)C(=O)NC1=CC=C(C=C1)OC1=CC=C(C=C1)F ((2S,4R)-1-(2-(1H-1,2,4-triazol-1-yl)acetyl)-4-(2,4-difluorobenzyl)-N-(4-(4-fluorophenoxy)phenyl)pyrrolidine-2-carboxamide). As a reaction SMILES: Cl.[N:2]1([CH2:7][C:8]([OH:10])=O)[CH:6]=[N:5][CH:4]=[N:3]1.[F:11][C:12]1[CH:40]=[C:39]([F:41])[CH:38]=[CH:37][C:13]=1[CH2:14][C@H:15]1[CH2:19][NH:18][C@H:17]([C:20]([NH:22][C:23]2[CH:28]=[CH:27][C:26]([O:29][C:30]3[CH:35]=[CH:34][C:33]([F:36])=[CH:32][CH:31]=3)=[CH:25][CH:24]=2)=[O:21])[CH2:16]1>>[N:2]1([CH2:7][C:8]([N:18]2[CH2:19][C@H:15]([CH2:14][C:13]3[CH:37]=[CH:38][C:39]([F:41])=[CH:40][C:12]=3[F:11])[CH2:16][C@H:17]2[C:20]([NH:22][C:23]2[CH:28]=[CH:27][C:26]([O:29][C:30]3[CH:31]=[CH:32][C:33]([F:36])=[CH:34][CH:35]=3)=[CH:25][CH:24]=2)=[O:21])=[O:10])[CH:6]=[N:5][CH:4]=[N:3]1 |f:0.1|. Procedure details: Proceeding as in Example 1, but substituting 2-(1H-1,2,4-triazol-1-yl)acetic acid hydrochloride and (2S,4R)-4-(2,4-difluorobenzyl)-N-(4-(4-fluorophenoxy)phenyl)pyrrolidine-2-carboxamide, gave Compound 53, (2S,4R)-1-(2-(1H-1,2,4-triazol-1-yl)acetyl)-4-(2,4-difluorobenzyl)-N-(4-(4-fluorophenoxy)phenyl)pyrrolidine-2-carboxamide. Major isomer: 1H-NMR (400 MHz, DMSO-D6): σ 10.02 (s, 1H), 8.43 (s, 1H), 7.96 (s, 1H), 7.56 (d, 2H), 7.47-7.37 (m, 1H), 7.27-7.15 (m, 4H), 7.10-6.92 (m, 7H), 5.24 (q, 2H), 4... Reactants: [Br-], [Br-], [Br-], O=C(O)CC1CCc2c1[nH]c1ccc(F)cc21, c1ccncc1, c1cc[nH+]cc1, c1cc[nH+]cc1, c1cc[nH+]cc1. Product: O=C(O)CC1CCc2c1[nH]c1c(Br)cc(F)cc21. As a reaction SMILES: [Br-:18].[Br-:19].[Br-:20].[F:1][c:2]1[cH:3][c:4]2[c:5]3[c:6]([nH:7][c:8]2[cH:9][cH:10]1)[CH:11]([CH2:14][C:15](=[O:16])[OH:17])[CH2:12][CH2:13]3.[cH:39]1[cH:40][cH:41][n:42][cH:43][cH:44]1.[nH+:21]1[cH:22][cH:23][cH:24][cH:25][cH:26]1.[nH+:27]1[cH:28][cH:29][cH:30][cH:31][cH:32]1.[nH+:33]1[cH:34][cH:35][cH:36][cH:37][cH:38]1>>[F:1][c:2]1[cH:3][c:4]2[c:5]3[c:6]([nH:7][c:8]2[c:9]([Br:18])[cH:10]1)[CH:11]([CH2:14][C:15](=[O:16])[OH:17])[CH2:12][CH2:13]3. Reactants: N1CCC(CC1)COC1=C2C(=NC(=NC2=CC=C1)N)N (5-(piperidin-4-ylmethoxy)quinazoline-2,4-diamine), FC1=C(C(=O)Cl)C=CC=C1F (2,3-difluorobenzoyl chloride). The product is NC1=NC2=CC=CC(=C2C(=N1)N)OCC1CCN(CC1)C(=O)C1=C(C(=CC=C1)F)F ([4-(2,4-Diaminoquinazolin-5-yloxymethyl)piperidin-1-yl]-(2,3-difluorophenyl)methanone). The yield is 74.0%. As a reaction SMILES: [NH:1]1[CH2:6][CH2:5][CH:4]([CH2:7][O:8][C:9]2[CH:18]=[CH:17][CH:16]=[C:15]3[C:10]=2[C:11]([NH2:20])=[N:12][C:13]([NH2:19])=[N:14]3)[CH2:3][CH2:2]1.[F:21][C:22]1[C:30]([F:31])=[CH:29][CH:28]=[CH:27][C:23]=1[C:24](Cl)=[O:25]>>[NH2:19][C:13]1[N:12]=[C:11]([NH2:20])[C:10]2[C:15](=[CH:16][CH:17]=[CH:18][C:9]=2[O:8][CH2:7][CH:4]2[CH2:5][CH2:6][N:1]([C:24]([C:23]3[CH:27]=[CH:28][CH:29]=[C:30]([F:31])[C:22]=3[F:21])=[O:25])[CH2:2][CH2:3]2)[N:14]=1. Reported procedure: The amidation of 5-(piperidin-4-ylmethoxy)quinazoline-2,4-diamine (50 mg; 0.18 mmol) was carried out using 2,3-difluorobenzoyl chloride (65 mg; 0.37 mmol) via Method AA to yield 114 mg. (74% yield). 1HNMR (400 MHz, DMSO-d6) δ 7.51 (q, J=8.8 Hz, 1H), 7.33 (m, 2H), 7.2 (m, 3H), 6.77 (d, J=8.4 Hz, 1H), 6.54 (d, J=8.0 Hz, 1H), 5.94 (br s, 2H), 4.54 (br d, J=12.8 Hz, 1H), 4.03 (d, J=6.0 Hz, 2H), 3.44 (d, J=14.0 Hz, 1H), 3.14 (t, J=12.4 Hz, 1H), 2.88 (m, 1H), 2.23 (s, 1H), 1.9 (d, J=12.4 Hz, 1H), 1.75... Yields the product O=Cc1ccc2nc(-c3ccccc3)n(-c3ccccc3)c2c1. As a reaction SMILES: [C:29](=[O:30])([OH:31])[O-:32].[Ce:28].[N+:23](=[O:24])([O-:25])[O-:26].[NH4+:27].[Na+:33].[S:34](=[O:35])(=[O:36])([OH:37])[OH:38].[c:1]1(-[n:7]2[c:8](-[c:17]3[cH:18][cH:19][cH:20][cH:21][cH:22]3)[n:9][c:10]3[c:11]2[cH:12][c:13]([CH3:16])[cH:14][cH:15]3)[cH:2][cH:3][cH:4][cH:5][cH:6]1>>[c:1]1(-[n:7]2[c:8](-[c:17]3[cH:18][cH:19][cH:20][cH:21][cH:22]3)[n:9][c:10]3[c:11]2[cH:12][c:13]([CH:16]=[O:24])[cH:14][cH:15]3)[cH:2][cH:3][cH:4][cH:5][cH:6]1. The reactants are O=C([O-])O, [Ce], O=[N+]([O-])[O-], [NH4+], [Na+], O=S(=O)(O)O, Cc1ccc2nc(-c3ccccc3)n(-c3ccccc3)c2c1.